Task: describe an organic reaction: reactants, conditions, products, and yield. Dataset: the Open Reaction Database (ORD), a public repository of structured organic reaction records Starting materials: [BH4-], COc1cccc2c1COC2=O, Cl, [Li+], C1CCOC1. The product is COc1cccc(CO)c1CO. As a reaction SMILES: [BH4-:13].[CH3:1][O:2][c:3]1[c:4]2[c:8]([cH:9][cH:10][cH:11]1)[C:7](=[O:12])[O:6][CH2:5]2.[ClH:15].[Li+:14].[O:16]1[CH2:17][CH2:18][CH2:19][CH2:20]1>>[CH3:1][O:2][c:3]1[c:4]([CH2:5][OH:6])[c:8]([CH2:7][OH:12])[cH:9][cH:10][cH:11]1. The reactants are 1,3-dihydro-1-methyl-7-nitro-3-phenacetyl-5-(p-trifluoromethylphenyl)-2H-1,4-benzodiazepine-2-one, C(C)(=O)OC1C(N(C2=C(C(=N1)C1=CC=CC=C1)C=C(C=C2)Cl)C)=O (3-acetoxy-7-chloro-1,3-dihydro-1-methyl-5-phenyl 2H-1,4-benzodiazepin-2-one), C(C1=CC=CC=C1)(=O)C1C(N(C2=C(C(=N1)C1=C(C=CC=C1)Cl)C=CC(=C2)C(F)(F)F)C)=O (3-benzoyl-5-(o-chlorophenyl)-1,3-dihydro-1-methyl-8-trifluoromethyl-2H-1,4-benzodiazepine-2-one). Reported procedure: When the above procedure is carried out and in place of 205 g. of O-acetyl temazepam there is used a corresponding quantity of 3-benzoyl-5-(o-chlorophenyl)-1,3-dihydro-1-methyl-8-trifluoromethyl-2H-1,4-benzodiazepine-2-one or 1,3-dihydro-1-methyl-7-nitro-3-phenacetyl-5-(p-trifluoromethylphenyl)-2H-1,4-benzodiazepine-2-one, there is obtained the corresponding 5-(o-chlorophenyl)-7-trifluoromethyl and 5-(p-trifluoromethylphenyl)-7-nitro analog of temazepam, respectively, in high yield and purity. Product: 5-(o-chlorophenyl)-7-trifluoromethyl, CN1C=2C=CC(=CC2C(=NC(C1=O)O)C=3C=CC=CC3)Cl (temazepam). RXN SMILES: C([O:4][CH:5]1[N:11]=[C:10]([C:12]2[CH:17]=[CH:16][CH:15]=[CH:14][CH:13]=2)[C:9]2[CH:18]=[C:19]([Cl:22])[CH:20]=[CH:21][C:8]=2[N:7]([CH3:23])[C:6]1=[O:24])(=O)C.C(C1N=C(C2C=CC=CC=2Cl)C2C=CC(C(F)(F)F)=CC=2N(C)C1=O)(=O)C1C=CC=CC=1>>[CH3:23][N:7]1[C:6](=[O:24])[CH:5]([OH:4])[N:11]=[C:10]([C:12]2[CH:13]=[CH:14][CH:15]=[CH:16][CH:17]=2)[C:9]2[CH:18]=[C:19]([Cl:22])[CH:20]=[CH:21][C:8]1=2. Starting materials: 12.0, [OH-].[Na+] (sodium hydroxide), O (water), CO (methanol), CC(CC(=O)OCC)(C(CC(Cl)(Cl)Cl)Cl)C (ethyl 3,3-dimethyl-4,6,6,6-tetrachlorohexanoate). Run in CCOCC (ether). Run at time 2 hour. Yields the product 19.2, CC1(CC(=O)OC1C=C(Cl)Cl)C (3,3-dimethyl-4-(2',2'-dichlorovinyl)-4-butanolide). The yield is 92.0%. RXN SMILES: [OH-].[Na+].O.CO.[CH3:6][C:7]([CH3:21])([CH:14](Cl)[CH2:15][C:16](Cl)([Cl:18])[Cl:17])[CH2:8][C:9]([O:11]CC)=[O:10]>CCOCC>[CH3:6][C:7]1([CH3:21])[CH:14]([CH:15]=[C:16]([Cl:18])[Cl:17])[O:11][C:9](=[O:10])[CH2:8]1 |f:0.1|. Procedure details: To a mixed solution of 12.0 parts of sodium hydroxide, 40 parts of water and 60 parts of methanol was added dropwise under reflux 31.0 parts of ethyl 3,3-dimethyl-4,6,6,6-tetrachlorohexanoate and, after the dropwise addition had been completed, the mixture was stirred at that temperature for 2 hours. The reaction mixture was then distilled under reduced pressure to remove the methanol, and the residue was neutralized with hydrochloric acid and extracted with diethyl ether. From this ether layer ... Reactants: BrCC(=O)Br (bromoacetyl bromide), ice water, FC1=CC(=C(C(=O)O)C=C1)N (4-fluoro-2-aminobenzoic acid), CN(C)C=O (DMF), BrCC(=O)Br (Bromoacetyl bromide). Solvent: O1CCOCC1 (dioxane). Reaction conditions: temperature -5 celsius, time 8 hour. Yields the product FC1=CC(=C(C(=O)O)C=C1)NC(CBr)=O (4-Fluoro-2-((bromoacetyl)amino)benzoic Acid). Isolated yield 91.5%. RXN SMILES: [F:1][C:2]1[CH:10]=[CH:9][C:5]([C:6]([OH:8])=[O:7])=[C:4]([NH2:11])[CH:3]=1.CN(C=O)C.[Br:17][CH2:18][C:19](Br)=[O:20]>O1CCOCC1>[F:1][C:2]1[CH:10]=[CH:9][C:5]([C:6]([OH:8])=[O:7])=[C:4]([NH:11][C:19](=[O:20])[CH2:18][Br:17])[CH:3]=1. Procedure details: A solution of 4-fluoro-2-aminobenzoic acid (5.0 g, 32.2 mmol) in a mixture of anhydrous DMF (30 mL) and anhydrous dioxane (30 mL) in a 250 mL 3-necked round-bottomed flask which was equipped with a constant addition funnel (60 mL) was cooled with an ice-bath to -5° C. Bromoacetyl bromide (6.44 g, 2.8 mL, 32.2 mmol) was added dropwise while keeping the internal temperature between -5° and 0° C. over a 1/2 h period. After the addition of the bromoacetyl bromide was completed, the solution was warm... Starting materials: C1(CC1)CN1C(N(C(C=C1NN)=O)C)=O (1-(cyclopropylmethyl)-6-hydrazino-3-methylpyrimidine-2,4(1H,3H)-dione), ClC=1C=C2C(=CC=NC2=CC1)C=O (6-chloroquinoline-4-carbaldehyde), C(C)(=O)C=1C=C(N(C1)C)C=O (4-acetyl-1-methyl-1H-pyrrole-2-carbaldehyde). Yields the product C(C)(=O)C=1C=C(N(C1)C)C=1N(N=C2N(C(N(C(C21)=O)C)=O)CC2CC2)CC2=CC=NC1=CC=C(C=C21)Cl (3-(4-acetyl-1-methyl-1H-pyrrol-2-yl)-2-[(6-chloroquinolin-4-yl)methyl]-7-(cyclopropylmethyl)-5-methyl-2H-pyrazolo[3,4-d]pyrimidine-4,6(5H,7H)-dione). Reaction SMILES: [CH:1]1([CH2:4][N:5]2[C:10]([NH:11][NH2:12])=[CH:9][C:8](=[O:13])[N:7]([CH3:14])[C:6]2=[O:15])[CH2:3][CH2:2]1.[Cl:16][C:17]1[CH:18]=[C:19]2[C:24](=[CH:25][CH:26]=1)[N:23]=[CH:22][CH:21]=[C:20]2[CH:27]=O.[C:29]([C:32]1[CH:33]=[C:34]([CH:38]=O)[N:35]([CH3:37])[CH:36]=1)(=[O:31])[CH3:30]>>[C:29]([C:32]1[CH:33]=[C:34]([C:38]2[N:12]([CH2:27][C:20]3[C:19]4[C:24](=[CH:25][CH:26]=[C:17]([Cl:16])[CH:18]=4)[N:23]=[CH:22][CH:21]=3)[N:11]=[C:10]3[C:9]=2[C:8](=[O:13])[N:7]([CH3:14])[C:6](=[O:15])[N:5]3[CH2:4][CH:1]2[CH2:2][CH2:3]2)[N:35]([CH3:37])[CH:36]=1)(=[O:31])[CH3:30]. Procedure details: This compound was made following the procedure described above, starting with 1-(cyclopropylmethyl)-6-hydrazino-3-methylpyrimidine-2,4(1H,3H)-dione, and condensing first with 6-chloroquinoline-4-carbaldehyde, followed by 4-acetyl-1-methyl-1H-pyrrole-2-carbaldehyde. Mass: 517.14 (M+H).